Dataset: the Open Reaction Database (ORD), a public repository of structured organic reaction records. Task: describe an organic reaction: reactants, conditions, products, and yield Reactants: FC(C(=O)O)(F)F.N(C(=N)N)C1=CC=C(C(=O)OC=2C=C(C=CC2)C2=NO[C@](C2)(C(=O)O)CC(=O)O)C=C1 ((5S)-3-(3-((4-Carbamimidamidobenzoyl)oxy)phenyl)-5-(carboxymethyl)-4,5-dihydro-1,2-oxazole-5-carboxylic acid trifluoroacetate), C(C)OCC (diethyl ether). Solvent: O (water). Run at time 8 hour. Product: N(C(=N)N)C1=CC=C(C(=O)OC=2C=C(C=CC2)C2=NO[C@](C2)(C(=O)O)CC(=O)O)C=C1 ((5S)-3-(3-((4-Carbamimidamidobenzoyl)oxy)phenyl)-5-(carboxymethyl)-4,5-dihydro-1,2-oxazole-5-carboxylic acid). Yield: 79.8%. RXN SMILES: FC(F)(F)C(O)=O.[NH:8]([C:12]1[CH:38]=[CH:37][C:15]([C:16]([O:18][C:19]2[CH:20]=[C:21]([C:25]3[CH2:29][C@:28]([CH2:33][C:34]([OH:36])=[O:35])([C:30]([OH:32])=[O:31])[O:27][N:26]=3)[CH:22]=[CH:23][CH:24]=2)=[O:17])=[CH:14][CH:13]=1)[C:9]([NH2:11])=[NH:10].C(OCC)C>O>[NH:8]([C:12]1[CH:13]=[CH:14][C:15]([C:16]([O:18][C:19]2[CH:20]=[C:21]([C:25]3[CH2:29][C@:28]([CH2:33][C:34]([OH:36])=[O:35])([C:30]([OH:32])=[O:31])[O:27][N:26]=3)[CH:22]=[CH:23][CH:24]=2)=[O:17])=[CH:37][CH:38]=1)[C:9]([NH2:11])=[NH:10] |f:0.1|. Procedure: (5S)-3-(3-((4-Carbamimidamidobenzoyl)oxy)phenyl)-5-(carboxymethyl)-4,5-dihydro-1,2-oxazole-5-carboxylic acid trifluoroacetate (4.27 g) was suspended in water (126 mL), and the obtained suspension was heated to 80 C and then sonicated at room temperature. To the obtained mixture, diethyl ether (84 mL) was added, and the mixture was stirred overnight at room temperature. The precipitate was collected by filtration and washed with water (1 mL) to obtain the title compound (2.69 g). Reactants: CCOC(C)=O, CCOCC, O=[N+]([O-])c1ccc(Oc2cccnc2)cc1. Product: Nc1ccc(Oc2cccnc2)cc1. Reaction SMILES: [CH3:17][CH2:18][O:19][C:20]([CH3:21])=[O:22].[CH3:23][CH2:24][O:25][CH2:26][CH3:27].[N+:1]([O-:2])(=[O:3])[c:4]1[cH:5][cH:6][c:7]([O:8][c:9]2[cH:10][n:11][cH:12][cH:13][cH:14]2)[cH:15][cH:16]1>>[NH2:1][c:4]1[cH:5][cH:6][c:7]([O:8][c:9]2[cH:10][n:11][cH:12][cH:13][cH:14]2)[cH:15][cH:16]1. The reactants are CO (MeOH), C(CC)N (propylamine), C[Si](C#CC1=C(O)C(=C(C(=C1[Si](C)(C)C)O)C)C)(C)C (2,3-Di(trimethylsilyl)ethynyl 5,6dimethylhydroquinone), C(C)(=O)OCC (ethyl acetate). Solvent: petroleum ether. Run at time 2 day. Product: C(CC)N1C(=C2C(C(=C(C(C2=C1C)=O)C)C)=O)C (2-Propyl-1,3,5,6-tetramethylisoindole-4,7-quinone). Isolated yield 97.0%. RXN SMILES: CO.[CH2:3]([NH2:6])[CH2:4][CH3:5].C[Si](C)(C)[C:9]#[C:10][C:11]1[C:17]([Si](C)(C)C)=[C:16]([OH:22])[C:15]([CH3:23])=[C:14]([CH3:24])[C:12]=1[OH:13].[C:27](OCC)(=O)[CH3:28]>>[CH2:3]([N:6]1[C:10]([CH3:9])=[C:11]2[C:17]([C:16](=[O:22])[C:15]([CH3:23])=[C:14]([CH3:24])[C:12]2=[O:13])=[C:27]1[CH3:28])[CH2:4][CH3:5]. Procedure details: Following procedure A MeOH (0.8 mL) and propylamine (0.02 mL) were added to 2 (46.2 mg, 0.14 mmol) and stirred at room temperature for 2 days. Column chromatography with 3% ethyl acetate in petroleum ether gave pure yellow product in 97% yield (33.3 mg). Melting point 165°-167° C. The reactants are CC(C)(C)OC(=O)N1CCC(Oc2ccc3[nH]c(C(=O)N4CCC(F)(F)CC4)cc3c2)CC1, ClCCl, O=C(O)C(F)(F)F. Yields the product O=C(c1cc2cc(OC3CCNCC3)ccc2[nH]1)N1CCC(F)(F)CC1. RXN SMILES: [C:8]([O:9][C:10](=[O:11])[N:15]1[CH2:16][CH2:17][CH:18]([O:21][c:22]2[cH:23][c:24]3[cH:25][c:26]([C:31](=[O:32])[N:33]4[CH2:34][CH2:35][C:36]([F:39])([F:40])[CH2:37][CH2:38]4)[nH:27][c:28]3[cH:29][cH:30]2)[CH2:19][CH2:20]1)([CH3:12])([CH3:13])[CH3:14].[Cl:41][CH2:42][Cl:43].[OH:1][C:2]([C:3]([F:4])([F:5])[F:6])=[O:7]>>[NH:15]1[CH2:16][CH2:17][CH:18]([O:21][c:22]2[cH:23][c:24]3[cH:25][c:26]([C:31](=[O:32])[N:33]4[CH2:34][CH2:35][C:36]([F:39])([F:40])[CH2:37][CH2:38]4)[nH:27][c:28]3[cH:29][cH:30]2)[CH2:19][CH2:20]1. Reactants: O=C([O-])O, CS(=O)(=O)OCCc1ccc2ncsc2c1, CS(=O)(=O)Nc1ccc2c(c1)C(=O)CC1(CCNCC1)O2, CC#N, Cl, [I-], [K+], [Na+]. Product: CS(=O)(=O)Nc1ccc2c(c1)C(=O)CC1(CCN(CCc3ccc4ncsc4c3)CC1)O2, Cl. Reaction SMILES: [C:23](=[O:24])([OH:25])[O-:26].[CH3:28][S:29]([O:30][CH2:33][CH2:34][c:35]1[cH:36][c:37]2[c:38]([n:39][cH:40][s:41]2)[cH:42][cH:43]1)(=[O:31])=[O:32].[CH3:2][S:3](=[O:4])(=[O:5])[NH:6][c:7]1[cH:8][cH:9][c:10]2[c:11]([cH:22]1)[C:12](=[O:21])[CH2:13][C:14]1([O:15]2)[CH2:16][CH2:17][NH:18][CH2:19][CH2:20]1.[CH3:46][C:47]#[N:48].[ClH:1].[I-:45].[K+:44].[Na+:27]>>[CH3:2][S:3](=[O:4])(=[O:5])[NH:6][c:7]1[cH:8][cH:9][c:10]2[c:11]([cH:22]1)[C:12](=[O:21])[CH2:13][C:14]1([O:15]2)[CH2:16][CH2:17][N:18]([CH2:33][CH2:34][c:35]2[cH:36][c:37]3[c:38]([n:39][cH:40][s:41]3)[cH:42][cH:43]2)[CH2:19][CH2:20]1.[ClH:1]. The reactants are C1(O)=CC=C(O)C=C1 (hydroquinone), C([O-])([O-])=O.[K+].[K+] (potassium carbonate), C(C=C)Br (Allyl bromide). Solvent: CN(C)C=O (DMF). Conditions: time 8 hour. Yields the product C(C=C)OC1=CC=C(C=C1)O (4-allyloxyphenol). Reaction SMILES: [C:1]1([CH:8]=[CH:7][C:5]([OH:6])=[CH:4][CH:3]=1)[OH:2].C(=O)([O-])[O-].[K+].[K+].[CH2:15](Br)[CH:16]=[CH2:17]>CN(C=O)C>[CH2:17]([O:2][C:1]1[CH:8]=[CH:7][C:5]([OH:6])=[CH:4][CH:3]=1)[CH:16]=[CH2:15] |f:1.2.3|. Procedure: A solution of hydroquinone (33.00 g, 0.30 mol) and potassium carbonate (45.6 g, 0.33 mol) in dry DMF (250 mL) was stirred at 40° C. for minutes. Allyl bromide (5.20 mL, 0.06 mol) was added and the reaction was stirred overnight. The reaction mixture was partitioned between ethyl acetate and 0.2N HCl. The organic layer was washed twice with water, then dried over sodium sulfate. The organic layer was filtered and evaporated to an oil which was chromatographed over silica gel with hexane/ethyl ace... The reactants are ClC1=NC=NC(=C1C)C (4-chloro-5,6-dimethylpyrimidine), NC1=CC=CC=C1 (aniline). Product: Cl.N(C1=CC=CC=C1)C1=NC=NC(=C1C)C (4-Anilino-5,6-dimethylpyrimidine hydrochloride). The yield is 45.3%. RXN SMILES: [Cl:1][C:2]1[C:7]([CH3:8])=[C:6]([CH3:9])[N:5]=[CH:4][N:3]=1.[NH2:10][C:11]1[CH:16]=[CH:15][CH:14]=[CH:13][CH:12]=1>>[ClH:1].[NH:10]([C:2]1[C:7]([CH3:8])=[C:6]([CH3:9])[N:5]=[CH:4][N:3]=1)[C:11]1[CH:16]=[CH:15][CH:14]=[CH:13][CH:12]=1 |f:2.3|. Procedure details: To 4.3 g (0.03 mole) of 4-chloro-5,6-dimethylpyrimidine were added 2.8 g (0.03 mole) of aniline; the mixture was then heated at 100°-150° C. for about 3 minutes. The reaction mixture quickly became a solution and soon produced a precipitate, which was collected by filtration and then recrystallised from ethanol to give 3.2 g(yield 40%) of the desired Compound No. 23, in the form of a colourless powder melting at 243°-245° C. Starting materials: [K].CC=1C=C(C=C(C1)C)S (3,5-dimethylthiophenol potassium salt), FC1=CC=C(C=C1)[N+](=O)[O-] (1-fluoro-4-nitrobenzene). The solvent is CN1C(CCC1)=O (1-methyl-2-pyrrolidone). Run at temperature 160 celsius, time 5 hour. The product is CC1=CC(=CC(=C1)SC1=CC=C(C=C1)[N+](=O)[O-])C (1,3-dimethyl-5-(4-nitrophenylsulphanyl)-benzene). Isolated yield 63.3%. As a reaction SMILES: [K].[CH3:2][C:3]1[CH:4]=[C:5]([SH:10])[CH:6]=[C:7]([CH3:9])[CH:8]=1.F[C:12]1[CH:17]=[CH:16][C:15]([N+:18]([O-:20])=[O:19])=[CH:14][CH:13]=1>CN1CCCC1=O>[CH3:9][C:7]1[CH:6]=[C:5]([S:10][C:12]2[CH:17]=[CH:16][C:15]([N+:18]([O-:20])=[O:19])=[CH:14][CH:13]=2)[CH:4]=[C:3]([CH3:2])[CH:8]=1 |f:0.1,^1:0|. Procedure: 0.25 g (0.0014 mol) of 3,5-dimethylthiophenol potassium salt were dissolved in 5 ml of 1-methyl-2-pyrrolidone, treated with 0.19 g (0.00134 mol) of 1-fluoro-4-nitrobenzene and a spatula tip of Cu powder and stirred at 160° C. for about 5 hrs. Thereafter, the solvent was removed by distillation, the residue was partitioned in water/ethyl acetate and the organic phase was washed with sat. sodium chloride solution and dried over MgSO4. After filtration and removal of the solvent the residue was chr... The reactants are CCc1ncc(Br)cc1N=C(C)C, CC(=O)O, CC(=O)O[BH-](OC(C)=O)OC(C)=O, ClCCl, [Na+]. Product: CCc1ncc(Br)cc1NC(C)C. As a reaction SMILES: [Br:1][c:2]1[cH:3][c:4]([N:10]=[C:11]([CH3:12])[CH3:13])[c:5]([CH2:8][CH3:9])[n:6][cH:7]1.[C:14]([OH:15])(=[O:16])[CH3:17].[C:18]([O:19][BH-:20]([O:21][C:22](=[O:23])[CH3:24])[O:25][C:26](=[O:27])[CH3:28])(=[O:29])[CH3:30].[Cl:32][CH2:33][Cl:34].[Na+:31]>>[Br:1][c:2]1[cH:3][c:4]([NH:10][CH:11]([CH3:12])[CH3:13])[c:5]([CH2:8][CH3:9])[n:6][cH:7]1.